Dataset: the Open Reaction Database (ORD), a public repository of structured organic reaction records. Task: describe an organic reaction: reactants, conditions, products, and yield Starting materials: CCNC(=O)Nc1ccc(-c2nc3c(c(N4CCOCC4)n2)CCNC3)cc1, Cc1ncccc1C(=O)O, Cl. The product is CCNC(=O)Nc1ccc(-c2nc3c(c(N4CCOCC4)n2)CCN(C(=O)c2cccnc2C)C3)cc1. As a reaction SMILES: [CH2:12]([CH3:13])[NH:14][C:15](=[O:16])[NH:17][c:18]1[cH:19][cH:20][c:21](-[c:24]2[n:25][c:26]([N:34]3[CH2:35][CH2:36][O:37][CH2:38][CH2:39]3)[c:27]3[c:28]([n:29]2)[CH2:30][NH:31][CH2:32][CH2:33]3)[cH:22][cH:23]1.[CH3:1][c:2]1[c:3]([C:4](=[O:5])[OH:6])[cH:7][cH:8][cH:9][n:10]1.[ClH:11]>>[CH3:1][c:2]1[c:3]([C:4](=[O:6])[N:31]2[CH2:30][c:28]3[c:27]([c:26]([N:34]4[CH2:35][CH2:36][O:37][CH2:38][CH2:39]4)[n:25][c:24](-[c:21]4[cH:20][cH:19][c:18]([NH:17][C:15]([NH:14][CH2:12][CH3:13])=[O:16])[cH:23][cH:22]4)[n:29]3)[CH2:33][CH2:32]2)[cH:7][cH:8][cH:9][n:10]1. The reactants are [BH4-], Cc1nc(C(F)(F)F)ccc1C(=O)Cl, CCO, COC(=O)c1ccnc(-c2cc(NC(=O)c3ccc(C(F)(F)F)nc3C)ccc2Cl)c1, [Na+]. Yields the product Cc1nc(C(F)(F)F)ccc1C(=O)Nc1ccc(Cl)c(-c2cc(CO)ccn2)c1. As a reaction SMILES: [BH4-:46].[CH3:1][c:2]1[n:3][c:4]([C:5]([F:6])([F:7])[F:8])[cH:9][cH:10][c:11]1[C:12]([Cl:13])=[O:14].[CH3:48][CH2:49][OH:50].[Cl:15][c:16]1[c:17](-[c:36]2[cH:37][c:38]([C:39](=[O:40])[O:41][CH3:42])[cH:43][cH:44][n:45]2)[cH:18][c:19]([NH:22][C:23]([c:24]2[c:25]([CH3:34])[n:26][c:27]([C:30]([F:31])([F:32])[F:33])[cH:28][cH:29]2)=[O:35])[cH:20][cH:21]1.[Na+:47]>>[Cl:15][c:16]1[c:17](-[c:36]2[cH:37][c:38]([CH2:39][OH:40])[cH:43][cH:44][n:45]2)[cH:18][c:19]([NH:22][C:23]([c:24]2[c:25]([CH3:34])[n:26][c:27]([C:30]([F:31])([F:32])[F:33])[cH:28][cH:29]2)=[O:35])[cH:20][cH:21]1. The reactants are C(#N)C1=NC(=CC2=C1N=NN2C)C=2C=C(C(=NC2)OCCC2CCN(CC2)C(=O)OC(C)(C)C)C(F)(F)F (tert-butyl 4-(2-(5-(4-cyano-1-methyl-1H-[1,2,3]triazolo[4,5-c]pyridin-6-yl)-3-(trifluoromethyl)pyridin-2-yloxy)ethyl)piperidine-1-carboxylate), FC(C(=O)O)(F)F (trifluoroacetic acid). The solvent is ClCCl (dichloromethane), C(C)#N (acetonitrile). Run at temperature 20 celsius, time 1 hour. Product: FC(C(=O)O)(F)F.CN1N=NC=2C(=NC(=CC21)C=2C=NC(=C(C2)C(F)(F)F)OCCC2CCNCC2)C#N (1-methyl-6-(6-(2-(piperidin-4-yl)ethoxy)-5-(trifluoromethyl)pyridin-3-yl)-1H-[1,2,3]triazolo[4,5-c]pyridine-4-carbonitrile trifluoroacetate). The yield is 78.0%. As a reaction SMILES: [C:1]([C:3]1[C:8]2[N:9]=[N:10][N:11]([CH3:12])[C:7]=2[CH:6]=[C:5]([C:13]2[CH:14]=[C:15]([C:35]([F:38])([F:37])[F:36])[C:16]([O:19][CH2:20][CH2:21][CH:22]3[CH2:27][CH2:26][N:25](C(OC(C)(C)C)=O)[CH2:24][CH2:23]3)=[N:17][CH:18]=2)[N:4]=1)#[N:2].[F:39][C:40]([F:45])([F:44])[C:41]([OH:43])=[O:42]>ClCCl.C(#N)C>[F:39][C:40]([F:45])([F:44])[C:41]([OH:43])=[O:42].[CH3:12][N:11]1[C:7]2[CH:6]=[C:5]([C:13]3[CH:18]=[N:17][C:16]([O:19][CH2:20][CH2:21][CH:22]4[CH2:27][CH2:26][NH:25][CH2:24][CH2:23]4)=[C:15]([C:35]([F:36])([F:37])[F:38])[CH:14]=3)[N:4]=[C:3]([C:1]#[N:2])[C:8]=2[N:9]=[N:10]1 |f:4.5|. Procedure details: To a solution of tert-butyl 4-(2-(5-(4-cyano-1-methyl-1H-[1,2,3]triazolo[4,5-c]pyridin-6-yl)-3-(trifluoromethyl)pyridin-2-yloxy)ethyl)piperidine-1-carboxylate (1.15 g) in dichloromethane (10 ml) and acetonitrile (5 ml), trifluoroacetic acid (2 ml) was added and the mixture stirred at 20° C. for 1 h then solvent evaporated under reduced pressure. The resulting residue was dissolved in ethyl acetate (10 ml) and diethyl ether added dropwise until the mixture turned cloudy. The solution was allowed ...